From a dataset of the Open Reaction Database (ORD), a public repository of structured organic reaction records. describe an organic reaction: reactants, conditions, products, and yield Starting materials: O.O=C(O)CN(C)C(N)=N (creatine-monohydrate), CSC(N)=N (S-methylisothiourea). Product: O=C(O)CN(C)C(N)=N (creatine). As a reaction SMILES: O.[O:2]=[C:3]([CH2:5][N:6]([C:8](=[NH:10])[NH2:9])[CH3:7])[OH:4].CSC(=N)N>>[O:2]=[C:3]([CH2:5][N:6]([C:8](=[NH:9])[NH2:10])[CH3:7])[OH:4] |f:0.1|. Procedure details: To a 20% (w/w) unprocessed aqueous solution of 833.1 g (about 1.5 mol) of sodium N-methylglycinate, a concentrated hydrochloric acid was added under stirring and cooling in an ice-salt liquor or an ice-water bath to adjust pH to 9.5. The temperature was kept below 15° C. in this process. Under the condition that the internal temperature was kept at 35° C., 291.9 g (1.1 mol) of S-methylisothiourea sulfate was slowly added into the solution under stirring within about 60 minutes. Then the solution... Reactants: NC1(C(NC(N(C1=O)C1CCCCC1)=O)=O)CC (5-amino-1-cyclohexyl-5-ethylbarbituric acid), C(C)N1C(NC(C(C1=O)(N1C(C2=C(C(=C(C(=C2C1=O)F)F)F)F)=O)C)=O)=O (1-Ethyl-5-methyl-5-(4,5,6,7-tetrafluoro-1,3-dihydro-1,3-dioxo-2H-isoindol-2-yl)-2,4,6(1H,3H,5H)-pyrimidinetrione). Product: C1(CCCCC1)N1C(NC(C(C1=O)(N1C(C2=C(C(=C(C(=C2C1=O)F)F)F)F)=O)CC)=O)=O (1-Cyclohexyl-5-ethyl-5-(4,5,6,7-tetrafluoro-1,3-dihydro-1,3-dioxo-2H-isoindol-2-yl)-2,4,6(1H,3H,5H)-pyrimidinetrione). Reaction SMILES: [NH2:1][C:2]1([CH2:17][CH3:18])[C:7](=[O:8])[N:6]([CH:9]2[CH2:14][CH2:13][CH2:12][CH2:11][CH2:10]2)[C:5](=[O:15])[NH:4][C:3]1=[O:16].C(N1C(=O)C(C)(N2[C:36](=[O:37])[C:35]3[C:30](=[C:31]([F:41])[C:32]([F:40])=[C:33]([F:39])[C:34]=3[F:38])[C:29]2=[O:42])C(=O)NC1=O)C>>[CH:9]1([N:6]2[C:7](=[O:8])[C:2]([CH2:17][CH3:18])([N:1]3[C:29](=[O:42])[C:30]4[C:35](=[C:34]([F:38])[C:33]([F:39])=[C:32]([F:40])[C:31]=4[F:41])[C:36]3=[O:37])[C:3](=[O:16])[NH:4][C:5]2=[O:15])[CH2:14][CH2:13][CH2:12][CH2:11][CH2:10]1. Reported procedure: Compound 19i was prepared from 5-amino-1-cyclohexyl-5-ethylbarbituric acid (0.38 g, 1.50 mmol) using the same procedure described for 19f. The crude product was recrystallized from EtOH to give 1-cyclohexyl-5-ethyl-5-(tetrafluorophthalimido)barbituric acid (19i) as white crystals.